From a dataset of the Open Reaction Database (ORD), a public repository of structured organic reaction records. describe an organic reaction: reactants, conditions, products, and yield The reactants are CCOC(=O)C1(C#N)CC1, CC(=O)O, O=[Pt]. Yields the product CCOC(=O)C1(CN)CC1. RXN SMILES: [CH2:1]([CH3:2])[O:3][C:4](=[O:5])[C:6]1([C:9]#[N:10])[CH2:7][CH2:8]1.[CH3:13][C:14](=[O:15])[OH:16].[Pt:11]=[O:12]>>[CH2:1]([CH3:2])[O:3][C:4](=[O:5])[C:6]1([CH2:9][NH2:10])[CH2:7][CH2:8]1. The reactants are Cc1ccccc1C(=O)Nc1ccc(C(=O)Cl)cc1, Cl, c1ccc2c(c1)CNc1ccccc1-2, c1ccncc1. Product: Cc1ccccc1C(=O)Nc1ccc(C(=O)N2Cc3ccccc3-c3ccccc32)cc1. RXN SMILES: [CH3:15][c:16]1[c:17]([C:18](=[O:19])[NH:20][c:21]2[cH:22][cH:23][c:24]([C:25](=[O:26])[Cl:27])[cH:28][cH:29]2)[cH:30][cH:31][cH:32][cH:33]1.[ClH:34].[cH:1]1[cH:2][cH:3][cH:4][c:5]2[c:14]1-[c:13]1[c:8]([cH:9][cH:10][cH:11][cH:12]1)[CH2:7][NH:6]2.[cH:35]1[cH:36][cH:37][n:38][cH:39][cH:40]1>>[cH:1]1[cH:2][cH:3][cH:4][c:5]2[c:14]1-[c:13]1[c:8]([cH:9][cH:10][cH:11][cH:12]1)[CH2:7][N:6]2[C:25]([c:24]1[cH:23][cH:22][c:21]([NH:20][C:18]([c:17]2[c:16]([CH3:15])[cH:33][cH:32][cH:31][cH:30]2)=[O:19])[cH:29][cH:28]1)=[O:26]. The reactants are foam, COC(COC1=C(C=C(C=C1C1=CC(=CC=C1)C(F)(F)F)C(NCC1=CC(=CC=C1)OCC1=CC=CC=C1)=O)C1=CC(=CC=C1)C(F)(F)F)=O ([5′-(3-benzyloxy-benzylcarbamoyl)-3,3″-bis-trifluoromethyl-[1,1′;3′,1″]terphenyl-2′-yloxy]-acetic acid methyl ester), [K+].[Br-] (KBr). Yields the product C(C1=CC=CC=C1)OC=1C=C(CNC(=O)C=2C=C(C(=C(C2)C2=CC(=CC=C2)C(F)(F)F)OCC(=O)O)C2=CC(=CC=C2)C(F)(F)F)C=CC1 ([5′-(3-Benzyloxy-benzylcarbamoyl)-3,3″-bis-trifluoromethyl-[1,1′;3′,1″]terphenyl-2′-yloxy]-acetic Acid). RXN SMILES: C[O:2][C:3](=[O:50])[CH2:4][O:5][C:6]1[C:11]([C:12]2[CH:17]=[CH:16][CH:15]=[C:14]([C:18]([F:21])([F:20])[F:19])[CH:13]=2)=[CH:10][C:9]([C:22](=[O:39])[NH:23][CH2:24][C:25]2[CH:30]=[CH:29][CH:28]=[C:27]([O:31][CH2:32][C:33]3[CH:38]=[CH:37][CH:36]=[CH:35][CH:34]=3)[CH:26]=2)=[CH:8][C:7]=1[C:40]1[CH:45]=[CH:44][CH:43]=[C:42]([C:46]([F:49])([F:48])[F:47])[CH:41]=1.[K+].[Br-]>>[CH2:32]([O:31][C:27]1[CH:26]=[C:25]([CH:30]=[CH:29][CH:28]=1)[CH2:24][NH:23][C:22]([C:9]1[CH:10]=[C:11]([C:12]2[CH:17]=[CH:16][CH:15]=[C:14]([C:18]([F:19])([F:20])[F:21])[CH:13]=2)[C:6]([O:5][CH2:4][C:3]([OH:50])=[O:2])=[C:7]([C:40]2[CH:45]=[CH:44][CH:43]=[C:42]([C:46]([F:48])([F:49])[F:47])[CH:41]=2)[CH:8]=1)=[O:39])[C:33]1[CH:38]=[CH:37][CH:36]=[CH:35][CH:34]=1 |f:1.2|. Procedure details: The title compound was prepared as a white foam (0.286 g, 74%) from [5′-(3-benzyloxy-benzylcarbamoyl)-3,3″-bis-trifluoromethyl-[1,1′;3′,1″]terphenyl-2′-yloxy]-acetic acid methyl ester using a procedure similar to step 2 of Example 192. 1H NMR (DMSO-d6) δ 12.60 (bs, 1H); 9.50 (bt, 1H); 8.00-7.92 (m, 6H); 7.80-7.68 (m, 4H); 7.44-7.22 (m, 7H), 6.98-6.94 (m, 2H); 5.08 (s, 2H); 4.42 (s, 2H); 3.81 (s, 2H) IR (KBr) 3350, 2950, 1720, 1630, 1610, 1540, 1510, 1460, 1320, 1230, 1210, 1180, 1160, 1120, 1080... The reactants are Cl.NC1=C(C=C(C(=C1)C)Cl)N (1,2-diamino-4-chloro-5-methylbenzene hydrochloride), C(C(=O)O)(=O)O (oxalic acid), Cl (hydrochloric acid). Yields the product ClC=1C=C2NC(C(NC2=CC1C)=O)=O (1,4-dihydro-6-chloro-7-methylquinoxalin-2,3-dione). Yield: 81.1%. RXN SMILES: Cl.[NH2:2][C:3]1[CH:8]=[C:7]([CH3:9])[C:6]([Cl:10])=[CH:5][C:4]=1[NH2:11].[C:12](O)(=[O:16])[C:13](O)=[O:14].Cl>>[Cl:10][C:6]1[CH:5]=[C:4]2[C:3](=[CH:8][C:7]=1[CH3:9])[NH:2][C:13](=[O:14])[C:12](=[O:16])[NH:11]2 |f:0.1|. Procedure: A mixture of 1,2-diamino-4-chloro-5-methylbenzene hydrochloride [J Chem Soc, 117, 784 (1920)] (1.90 g, 9.84 mmol), oxalic acid (1.24 g, 13.8 mmol) and 4M hydrochloric acid (49 ml) was heated at reflux for 4.5 hours. After cooling the solid precipitate was collected by filtration, washed well with water and dried under reduced pressure at 80° C. to afford 1,4-dihydro-6-chloro-7-methylquinoxalin-2,3-dione (1.68 g, 81%) as a dark grey solid, mp>330° C. Reactants: [Br-], Cc1nc(-c2ccc(C(F)(F)F)cc2)sc1C=O, C[Mg+], C1CCOC1. The product is Cc1nc(-c2ccc(C(F)(F)F)cc2)sc1C(C)O. Reaction SMILES: [Br-:19].[CH3:1][c:2]1[n:3][c:4](-[c:9]2[cH:10][cH:11][c:12]([C:15]([F:16])([F:17])[F:18])[cH:13][cH:14]2)[s:5][c:6]1[CH:7]=[O:8].[CH3:20][Mg+:21].[O:22]1[CH2:23][CH2:24][CH2:25][CH2:26]1>>[CH3:1][c:2]1[n:3][c:4](-[c:9]2[cH:10][cH:11][c:12]([C:15]([F:16])([F:17])[F:18])[cH:13][cH:14]2)[s:5][c:6]1[CH:7]([OH:8])[CH3:20]. The reactants are [Br-], O=C([O-])[O-], CCO, COc1cccc(B(O)O)c1, CCCC[N+](CCCC)(CCCC)CCCC, COc1ccc(I)cc1, [K+], [K+], O, Cc1ccccc1. Yields the product COc1ccc(-c2cccc(OC)c2)cc1. RXN SMILES: [Br-:27].[C:21](=[O:22])([O-:23])[O-:24].[CH2:46]([OH:47])[CH3:48].[CH3:1][O:2][c:3]1[cH:4][c:5]([B:9]([OH:10])[OH:11])[cH:6][cH:7][cH:8]1.[CH3:28][CH2:29][CH2:30][CH2:31][N+:32]([CH2:33][CH2:34][CH2:35][CH3:36])([CH2:37][CH2:38][CH2:39][CH3:40])[CH2:41][CH2:42][CH2:43][CH3:44].[I:12][c:13]1[cH:14][cH:15][c:16]([O:19][CH3:20])[cH:17][cH:18]1.[K+:25].[K+:26].[OH2:45].[c:49]1([CH3:50])[cH:51][cH:52][cH:53][cH:54][cH:55]1>>[CH3:1][O:2][c:3]1[cH:4][c:5](-[c:13]2[cH:14][cH:15][c:16]([O:19][CH3:20])[cH:17][cH:18]2)[cH:6][cH:7][cH:8]1. Run at temperature 95 celsius. The reactants are BrC=1C(=C(C=C(C1C)Cl)C(C)NC1=C2N=CN(C2=NC=N1)C1OCCCC1)OC (N-[1-(3-Bromo-5-chloro-2-methoxy-4-methylphenyl)ethyl]-9-(tetrahydro-2H-pyran-2-yl)-9H-purin-6-amine), CN1C(=CC(=C1)B1OC(C(O1)(C)C)(C)C)C(=O)OCC1=CC=CC=C1 (benzyl 1-methyl-4-(4,4,5,5-tetramethyl-1,3,2-dioxaborolan-2-yl)-1H-pyrrole-2-carboxylate), C([O-])([O-])=O.[Na+].[Na+] (sodium carbonate), O1CCOCC1 (1,4-dioxane). Solvent: O (water). RXN SMILES: Br[C:2]1[C:3]([O:28][CH3:29])=[C:4]([CH:10]([NH:12][C:13]2[N:21]=[CH:20][N:19]=[C:18]3[C:14]=2[N:15]=[CH:16][N:17]3[CH:22]2[CH2:27][CH2:26][CH2:25][CH2:24][O:23]2)[CH3:11])[CH:5]=[C:6]([Cl:9])[C:7]=1[CH3:8].[CH3:30][N:31]1[CH:35]=[C:34](B2OC(C)(C)C(C)(C)O2)[CH:33]=[C:32]1[C:45]([O:47][CH2:48][C:49]1[CH:54]=[CH:53][CH:52]=[CH:51][CH:50]=1)=[O:46].C(=O)([O-])[O-].[Na+].[Na+].O1CCOCC1>C1C=CC([P]([Pd]([P](C2C=CC=CC=2)(C2C=CC=CC=2)C2C=CC=CC=2)([P](C2C=CC=CC=2)(C2C=CC=CC=2)C2C=CC=CC=2)[P](C2C=CC=CC=2)(C2C=CC=CC=2)C2C=CC=CC=2)(C2C=CC=CC=2)C2C=CC=CC=2)=CC=1.O>[Cl:9][C:6]1[C:7]([CH3:8])=[C:2]([C:34]2[CH:33]=[C:32]([C:45]([O:47][CH2:48][C:49]3[CH:54]=[CH:53][CH:52]=[CH:51][CH:50]=3)=[O:46])[N:31]([CH3:30])[CH:35]=2)[C:3]([O:28][CH3:29])=[C:4]([CH:10]([NH:12][C:13]2[N:21]=[CH:20][N:19]=[C:18]3[C:14]=2[N:15]=[CH:16][N:17]3[CH:22]2[CH2:27][CH2:26][CH2:25][CH2:24][O:23]2)[CH3:11])[CH:5]=1 |f:2.3.4,^1:70,72,91,110|. Procedure details: A mixture of N-[1-(3-bromo-5-chloro-2-methoxy-4-methylphenyl)ethyl]-9-(tetrahydro-2H-pyran-2-yl)-9H-purin-6-amine (0.032 g, 0.066 mmol, from Example 113, Step 2, Chiral intermediate), benzyl 1-methyl-4-(4,4,5,5-tetramethyl-1,3,2-dioxaborolan-2-yl)-1H-pyrrole-2-carboxylate (0.027 g, 0.080 mmol), sodium carbonate (0.16 mL, 0.17 mmol), 1,4-dioxane (0.6 mL)/water (0.2 mL) and tetrakis(triphenylphosphine)palladium(0) (4.6 mg, 0.0040 mmol) was degassed with N2 for 5 minutes, then heated at 95° C. over... Reagents/catalysts: C=1C=CC(=CC1)[P](C=2C=CC=CC2)(C=3C=CC=CC3)[Pd]([P](C=4C=CC=CC4)(C=5C=CC=CC5)C=6C=CC=CC6)([P](C=7C=CC=CC7)(C=8C=CC=CC8)C=9C=CC=CC9)[P](C=1C=CC=CC1)(C=1C=CC=CC1)C=1C=CC=CC1 (tetrakis(triphenylphosphine)palladium(0)). Yields the product ClC=1C(=C(C(=C(C1)C(C)NC1=C2N=CN(C2=NC=N1)C1OCCCC1)OC)C=1C=C(N(C1)C)C(=O)OCC1=CC=CC=C1)C (Benzyl 4-[3-chloro-6-methoxy-2-methyl-5-(1-{[9-(tetrahydro-2H-pyran-2-yl)-9H-purin-6-yl]amino}ethyl)phenyl]-1-methyl-1H-pyrrole-2-carboxylate). Reactants: C(CCCCCCC)C=1C=C2C=C(C(=C(C2=CC1)C1=C(C(=CC2=CC(=CC=C12)CCCCCCCC)Br)OC)OC)Br (6,6'-dioctyl-3,3'-dibromo-2,2'-dimethoxy-1,1'-binaphthyl), Ni[PPh3 ]2Cl2, C1(=CC=CC=C1)[Mg]Br (phenylmagnesium bromide). Solvent: CCOCC (ether). Run at time 15 minute. Product: C(CCCCCCCCCCCCCCCCC)C=1C=C2C=C(C(=C(C2=CC1)C1=C(C(=CC2=CC(=CC=C12)CCCCCCCCCCCCCCCCCC)C1=CC=CC=C1)OC)OC)C1=CC=CC=C1 (6,6'-dioctadecyl-3,3'-diphenyl-2,2'-dimethoxy-1,1'-binaphthyl). Yield: 50.6%. Reaction SMILES: [CH2:1]([C:9]1[CH:10]=[C:11]2[C:16](=[CH:17][CH:18]=1)[C:15]([C:19]1[C:28]3[C:23](=[CH:24][C:25]([CH2:29][CH2:30][CH2:31][CH2:32][CH2:33][CH2:34][CH2:35][CH3:36])=[CH:26][CH:27]=3)[CH:22]=[C:21](Br)[C:20]=1[O:38][CH3:39])=[C:14]([O:40][CH3:41])[C:13](Br)=[CH:12]2)[CH2:2][CH2:3][CH2:4][CH2:5][CH2:6][CH2:7][CH3:8].[C:43]1([Mg]Br)[CH:48]=[CH:47][CH:46]=[CH:45][CH:44]=1>CCOCC>[CH2:1]([C:9]1[CH:10]=[C:11]2[C:16](=[CH:17][CH:18]=1)[C:15]([C:19]1[C:28]3[C:23](=[CH:24][C:25]([CH2:29][CH2:30][CH2:31][CH2:32][CH2:33][CH2:34][CH2:35][CH2:36][CH2:27][CH2:26][CH2:25][CH2:29][CH2:30][CH2:31][CH2:32][CH2:33][CH2:34][CH3:35])=[CH:26][CH:27]=3)[CH:22]=[C:21]([C:43]3[CH:48]=[CH:47][CH:46]=[CH:45][CH:44]=3)[C:20]=1[O:38][CH3:39])=[C:14]([O:40][CH3:41])[C:13]([C:10]1[CH:9]=[CH:18][CH:17]=[CH:16][CH:11]=1)=[CH:12]2)[CH2:2][CH2:3][CH2:4][CH2:5][CH2:6][CH2:7][CH2:8][CH2:24][CH2:23][CH2:22][CH2:21][CH2:20][CH2:19][CH2:15][CH2:14][CH2:13][CH3:12]. Procedure: A suspension of 80 mg of Ni[PPh3 ]2Cl2 and 20 ml of ether were added to 1.9 g of Compound 3, and stirred for 15 minutes in a nitrogen atmosphere. 10 mmol of phenylmagnesium bromide were added and refluxed for 4 hours. After cooling down, the solution was quenched with 20 ml of 1N hydrochloric acid and extracted with chloroform. The organic layer was evaporated under reduced pressure, and purified with column chromatography (silica gel, hexane/benzene) to get 670 mg of pure 6,6'-dioctadecyl-3,3'-...